Dataset: the Open Reaction Database (ORD), a public repository of structured organic reaction records. Task: describe an organic reaction: reactants, conditions, products, and yield The reactants are N1CCC(=CC1)C1=CC=C(C=C1)NC(=O)N1CC2=CC=CC=C2C1 (N-(4-(1,2,3,6-tetrahydropyridin-4-yl)phenyl)isoindoline-2-carboxamide), C(C(C)C)=O (isobutyraldehyde), C(C)(=O)O[BH-](OC(C)=O)OC(C)=O.[Na+] (Sodium triacetoxyborohydride). Solvent: O (water), C(C)(=O)OCC (ethyl acetate), C([O-])(O)=O.[Na+] (sodium bicarbonate), ClC(C)Cl (dichloroethane). Conditions: time 8 hour. The product is C(C(C)C)N1CCC(=CC1)C1=CC=C(C=C1)NC(=O)N1CC2=CC=CC=C2C1 (N-[4-(1-isobutyl-1,2,3,6-tetrahydropyridin-4-yl)phenyl]-1,3-dihydro-2H-isoindole-2-carboxamide). As a reaction SMILES: [NH:1]1[CH2:6][CH:5]=[C:4]([C:7]2[CH:12]=[CH:11][C:10]([NH:13][C:14]([N:16]3[CH2:24][C:23]4[C:18](=[CH:19][CH:20]=[CH:21][CH:22]=4)[CH2:17]3)=[O:15])=[CH:9][CH:8]=2)[CH2:3][CH2:2]1.[CH:25](=O)[CH:26]([CH3:28])[CH3:27].C(O[BH-](OC(=O)C)OC(=O)C)(=O)C.[Na+]>ClC(Cl)C.O.C(OCC)(=O)C.C(=O)(O)[O-].[Na+]>[CH2:25]([N:1]1[CH2:2][CH:3]=[C:4]([C:7]2[CH:12]=[CH:11][C:10]([NH:13][C:14]([N:16]3[CH2:17][C:18]4[C:23](=[CH:22][CH:21]=[CH:20][CH:19]=4)[CH2:24]3)=[O:15])=[CH:9][CH:8]=2)[CH2:5][CH2:6]1)[CH:26]([CH3:28])[CH3:27] |f:2.3,7.8|. Procedure details: In a 4 mL were mixed N-(4-(1,2,3,6-tetrahydropyridin-4-yl)phenyl)isoindoline-2-carboxamide (50 mg, 0.157 mmol) and isobutyraldehyde (0.014 ml, 0.157 mmol) in anhydrous dichloroethane (2 ml) at room temperature. Sodium triacetoxyborohydride (46.4 mg, 0.219 mmol) was added, and reaction was stirred overnight. The reaction mixture was diluted with water, ethyl acetate and saturated aqueous sodium bicarbonate. The layers were separated and the organic layer was washed with brine. The organic layer w... The reactants are CSC1=CC=C(CO)C=C1 (p-(methylthio)benzyl alcohol), C(=O)(C=1NC=CN1)C=1NC=CN1 (carbonyl diimidazole), [N+](=O)([O-])C1=CC=C(CO)C=C1 (p-nitrobenzyl alcohol). Reagents/catalysts: N1C=NC=C1.[Na] (sodium imidazole). The solvent is CC#N (CH3CN). Reaction conditions: time 24 hour. The product is C(OCC1=CC=C(C=C1)SC)(OCC1=CC=C(C=C1)[N+](=O)[O-])=O (p-(Methylthio)benzyl p-nitrobenzyl carbonate). Isolated yield 98.6%. As a reaction SMILES: [CH3:1][S:2][C:3]1[CH:10]=[CH:9][C:6]([CH2:7][OH:8])=[CH:5][CH:4]=1.[C:11](C1NC=CN=1)(C1NC=CN=1)=[O:12].[N+:23]([C:26]1[CH:33]=[CH:32][C:29]([CH2:30][OH:31])=[CH:28][CH:27]=1)([O-:25])=[O:24]>CC#N.N1C=CN=C1.[Na]>[C:11](=[O:12])([O:31][CH2:30][C:29]1[CH:28]=[CH:27][C:26]([N+:23]([O-:25])=[O:24])=[CH:33][CH:32]=1)[O:8][CH2:7][C:6]1[CH:9]=[CH:10][C:3]([S:2][CH3:1])=[CH:4][CH:5]=1 |f:4.5,^1:41|. Procedure details: A solution of p-(methylthio)benzyl alcohol (1.0 g, 6.48 mmol), carbonyl diimidazole (1.16 g, 7.13 mmol) and sodium imidazole (0.010 g) in CH3CN (25 mL) was stirred at 20° C. for 30 min, followed by addition of p-nitrobenzyl alcohol (1.09 g, 7.13 mmol). Stirring was continued for an additional 24 h and then the reaction mixture was evaporated to dryness. The crude carbonate was purified by silica gel chromatography (eluted with CH2Cl2) to afford 2.13 g (98.6%) of the title compound as a white sol... The reactants are C1COCCO1, COC(=O)c1ccc(OC)cc1OCc1ccc(OCCc2nc(-c3ccccc3)oc2C)cc1, [Na+], [OH-]. Product: COc1ccc(C(=O)O)c(OCc2ccc(OCCc3nc(-c4ccccc4)oc3C)cc2)c1. RXN SMILES: [CH2:38]1[O:39][CH2:40][CH2:41][O:42][CH2:43]1.[CH3:1][O:2][C:3]([c:4]1[c:5]([O:12][CH2:13][c:14]2[cH:15][cH:16][c:17]([O:20][CH2:21][CH2:22][c:23]3[n:24][c:25](-[c:29]4[cH:30][cH:31][cH:32][cH:33][cH:34]4)[o:26][c:27]3[CH3:28])[cH:18][cH:19]2)[cH:6][c:7]([O:10][CH3:11])[cH:8][cH:9]1)=[O:35].[Na+:37].[OH-:36]>>[O:2]=[C:3]([c:4]1[c:5]([O:12][CH2:13][c:14]2[cH:15][cH:16][c:17]([O:20][CH2:21][CH2:22][c:23]3[n:24][c:25](-[c:29]4[cH:30][cH:31][cH:32][cH:33][cH:34]4)[o:26][c:27]3[CH3:28])[cH:18][cH:19]2)[cH:6][c:7]([O:10][CH3:11])[cH:8][cH:9]1)[OH:35]. The reactants are CC(NC(=O)CCNC(=O)OC(C)(C)C)C(=O)OCCOc1ccc(-c2c(C#N)c(SCc3csc(-c4ccc(Cl)cc4)n3)nc(N3CCC3)c2C#N)cc1, ClCCl, O=C(O)C(F)(F)F. Product: CC(NC(=O)CCN)C(=O)OCCOc1ccc(-c2c(C#N)c(SCc3csc(-c4ccc(Cl)cc4)n3)nc(N3CCC3)c2C#N)cc1. Reaction SMILES: [C:1]([O:2][C:3](=[O:4])[NH:8][CH2:9][CH2:10][C:11](=[O:12])[NH:13][CH:14]([CH3:15])[C:16](=[O:17])[O:18][CH2:19][CH2:20][O:21][c:22]1[cH:23][cH:24][c:25](-[c:28]2[c:29]([C:54]#[N:55])[c:30]([N:50]3[CH2:51][CH2:52][CH2:53]3)[n:31][c:32]([S:36][CH2:37][c:38]3[n:39][c:40](-[c:43]4[cH:44][cH:45][c:46]([Cl:49])[cH:47][cH:48]4)[s:41][cH:42]3)[c:33]2[C:34]#[N:35])[cH:26][cH:27]1)([CH3:5])([CH3:6])[CH3:7].[Cl:63][CH2:64][Cl:65].[OH:56][C:57]([C:58]([F:59])([F:60])[F:61])=[O:62]>>[NH2:8][CH2:9][CH2:10][C:11](=[O:12])[NH:13][CH:14]([CH3:15])[C:16](=[O:17])[O:18][CH2:19][CH2:20][O:21][c:22]1[cH:23][cH:24][c:25](-[c:28]2[c:29]([C:54]#[N:55])[c:30]([N:50]3[CH2:51][CH2:52][CH2:53]3)[n:31][c:32]([S:36][CH2:37][c:38]3[n:39][c:40](-[c:43]4[cH:44][cH:45][c:46]([Cl:49])[cH:47][cH:48]4)[s:41][cH:42]3)[c:33]2[C:34]#[N:35])[cH:26][cH:27]1. The reactants are ClC(C(=O)OC)CC1=CC=C(C=C1)OCCN(C(C)C)C(C)C (methyl 2-chloro-3-{4-[2-(N,N-diisopropylamino)ethyloxy]phenyl}propionate), NC(=S)N (thiourea), C(CCC)O (n-butanol). Reaction conditions: temperature 100 celsius. The product is C(C)(C)N(C(C)C)CCOC1=CC=C(CC2C(NC(S2)=O)=O)C=C1 (5-{4-[2-(N,N-diisopropylamino)ethyloxy]benzyl}thiazolidine-2,4-dione). Isolated yield 65.2%. As a reaction SMILES: Cl[CH:2]([CH2:7][C:8]1[CH:13]=[CH:12][C:11]([O:14][CH2:15][CH2:16][N:17]([CH:21]([CH3:23])[CH3:22])[CH:18]([CH3:20])[CH3:19])=[CH:10][CH:9]=1)[C:3]([O:5]C)=O.[NH2:24][C:25](N)=[S:26].C([OH:32])CCC>>[CH:18]([N:17]([CH2:16][CH2:15][O:14][C:11]1[CH:12]=[CH:13][C:8]([CH2:7][CH:2]2[S:26][C:25](=[O:32])[NH:24][C:3]2=[O:5])=[CH:9][CH:10]=1)[CH:21]([CH3:23])[CH3:22])([CH3:20])[CH3:19]. Reported procedure: A mixture of 9.0 g methyl 2-chloro-3-{4-[2-(N,N-diisopropylamino)ethyloxy]phenyl}propionate and 2.4 g thiourea is heated in the presence of 100 ml of n-butanol at 100° C. for 15 hours. After cooling, the n-butanol is distilled off under reduced pressure, 100 ml of 2 N-HCl is added to the residue and the mixture is heated at 100° C. for 6 hours. After cooling, the reaction mixture is neutralized with a saturated aqueous solution of sodium hydrogen carbonate and extracted with ethyl acetate. The e... Starting materials: COc1ccc2c(c1)CCC1=C2CCC2(C(C)C)C(=O)CC=C12, [H][H], C1COCCO1. Product: COc1ccc2c(c1)CCC1=C2CCC2(C(C)C)C(=O)CCC12. RXN SMILES: [CH:1]([CH3:2])([CH3:3])[C:4]12[C:5](=[O:23])[CH2:6][CH:7]=[C:8]1[C:9]1=[C:10]([CH2:11][CH2:12]2)[c:13]2[cH:14][cH:15][c:16]([O:21][CH3:22])[cH:17][c:18]2[CH2:19][CH2:20]1.[H:30][H:31].[O:24]1[CH2:25][CH2:26][O:27][CH2:28][CH2:29]1>>[CH:1]([CH3:2])([CH3:3])[C:4]12[C:5](=[O:23])[CH2:6][CH2:7][CH:8]1[C:9]1=[C:10]([CH2:11][CH2:12]2)[c:13]2[cH:14][cH:15][c:16]([O:21][CH3:22])[cH:17][c:18]2[CH2:19][CH2:20]1. Reactants: COC1=CC=C(C=C1)S(=O)(=O)N1C(CN(C2=C(C1)C=CC=C2)C(C2=C(C=CC(=C2)F)C)=O)C(=O)OC (methyl 4-(4-methoxybenzenesulfonyl)-1-(2-methyl-5-fluorobenzoyl)-2,3,4,5-tetrahydro-1H-[1,4]benzodiazepine-3-carboxylate), [OH-].[Na+] (NaOH). The solvent is O1CCCC1 (tetrahydrofuran). Reaction conditions: time 1.5 hour. Yields the product COC1=CC=C(C=C1)S(=O)(=O)N1C(CN(C2=C(C1)C=CC=C2)C(C2=C(C=CC(=C2)F)C)=O)C(=O)O (4-(4-Methoxybenzenesulfonyl)-1-(2-methyl-5-fluorobenzoyl)-2,3,4,5-tetrahydro-1H-[1,4]benzodiazepine-3-carboxylic Acid). Isolated yield 76.2%. Reaction SMILES: [CH3:1][O:2][C:3]1[CH:8]=[CH:7][C:6]([S:9]([N:12]2[CH2:18][C:17]3[CH:19]=[CH:20][CH:21]=[CH:22][C:16]=3[N:15]([C:23](=[O:32])[C:24]3[CH:29]=[C:28]([F:30])[CH:27]=[CH:26][C:25]=3[CH3:31])[CH2:14][CH:13]2[C:33]([O:35]C)=[O:34])(=[O:11])=[O:10])=[CH:5][CH:4]=1.[OH-].[Na+]>O1CCCC1>[CH3:1][O:2][C:3]1[CH:4]=[CH:5][C:6]([S:9]([N:12]2[CH2:18][C:17]3[CH:19]=[CH:20][CH:21]=[CH:22][C:16]=3[N:15]([C:23](=[O:32])[C:24]3[CH:29]=[C:28]([F:30])[CH:27]=[CH:26][C:25]=3[CH3:31])[CH2:14][CH:13]2[C:33]([OH:35])=[O:34])(=[O:10])=[O:11])=[CH:7][CH:8]=1 |f:1.2|. Procedure details: To a mixture of 1.9 g (3.71 mmol) of methyl 4-(4-methoxybenzenesulfonyl)-1-(2-methyl-5-fluorobenzoyl)-2,3,4,5-tetrahydro-1H-[1,4]benzodiazepine-3-carboxylate in 10 ml of tetrahydrofuran was added 5 ml (4.82 mmol) of 1 N NaOH. The mixture was stirred at room temperature for 1.5 hours and the solvent removed under vacuum. To the residue was added ethyl acetate and the mixture neutralized with 1 N HCl. The organic layer was separated, washed with brine and dried with Na2SO4. The solvent was removed... The reactants are NCCC[Si](OCC)(OCC)OCC (3-aminopropyl-triethoxysilane), C(CCC)OC(\C=C/C(=O)OCCCC)=O (maleic acid di-n-butyl ester), amine. Yields the product C(CCC)OC([C@@H](NCCC[Si](OCC)(OCC)OCC)CC(=O)OCCCC)=O (N-(3-Triethoxysilylpropyl)-aspartic acid di-n-butyl ester). Reaction SMILES: [NH2:1][CH2:2][CH2:3][CH2:4][Si:5]([O:12][CH2:13][CH3:14])([O:9][CH2:10][CH3:11])[O:6][CH2:7][CH3:8].[CH2:15]([O:19][C:20](=[O:30])/[CH:21]=[CH:22]\[C:23]([O:25][CH2:26][CH2:27][CH2:28][CH3:29])=[O:24])[CH2:16][CH2:17][CH3:18]>>[CH2:15]([O:19][C:20](=[O:30])[C@H:21]([CH2:22][C:23]([O:25][CH2:26][CH2:27][CH2:28][CH3:29])=[O:24])[NH:1][CH2:2][CH2:3][CH2:4][Si:5]([O:12][CH2:13][CH3:14])([O:6][CH2:7][CH3:8])[O:9][CH2:10][CH3:11])[CH2:16][CH2:17][CH3:18]. Reported procedure: 221.0 g (1.0 mol) of 3-aminopropyl-triethoxysilane and 228.0 g (1.0 mol) of maleic acid di-n-butyl ester were reacted by the same procedure used in Example 1. The viscosity of the clear, pale yellow liquid was about 30 mPa.s (23° C). Base titration showed an amine equivalent weight of about 462 g (theory: 449 g).